describe an organic reaction: reactants, conditions, products, and yield From a dataset of the Open Reaction Database (ORD), a public repository of structured organic reaction records. Starting materials: O=C([O-])[O-], CN(C)C=O, ClC(Cl)Cl, Cl, Cl, [Cs+], [Cs+], CSC(=Nc1nc2ccc(F)nc2s1)SC, NCC1(O)CN2CCC1C2, O. RXN SMILES: [C:29](=[O:30])([O-:31])[O-:32].[CH3:35][N:36]([CH3:37])[CH:38]=[O:39].[CH:41]([Cl:42])([Cl:43])[Cl:44].[ClH:17].[ClH:18].[Cs+:33].[Cs+:34].[F:1][c:2]1[cH:3][cH:4][c:5]2[c:6]([n:7]1)[s:8][c:9]([N:11]=[C:12]([S:13][CH3:14])[S:15][CH3:16])[n:10]2.[NH2:19][CH2:20][C:21]1([OH:28])[CH2:22][N:23]2[CH2:24][CH2:25][CH:26]1[CH2:27]2.[OH2:40]>>[F:1][c:2]1[cH:3][cH:4][c:5]2[c:6]([n:7]1)[s:8][c:9]([NH:11][C:12]1=[N:19][CH2:20][C:21]3([CH2:22][N:23]4[CH2:24][CH2:25][CH:26]3[CH2:27]4)[O:28]1)[n:10]2. Yields the product Fc1ccc2nc(NC3=NCC4(CN5CCC4C5)O3)sc2n1. Starting materials: C(C)(=O)OCC.ClCCl (ethyl acetate dichloromethane), CO.ClCCl (methanol dichloromethane), Heterocycles, COC1=C(C(=O)OC)C=C(C=C1)NC(C)=S (methyl 2-methoxy-5-thioacetamidobenzoate), C(C)(=O)NN (acetylhydrazine). The solvent is C(CCC)O (n-butanol). Conditions: time 18 hour. Product: COC1=C(C(=O)OC)C=C(C=C1)C1N(NN=C1C)C (methyl 2-methoxy-5-(3,5-dimethyl-4H-triazol-4-yl)benzoate). As a reaction SMILES: CO[C:3]1[CH:12]=[CH:11][C:10]([NH:13]C(=S)C)=[CH:9][C:4]=1[C:5]([O:7][CH3:8])=O.[C:17]([NH:20][NH2:21])(=O)C.[C:22]([O:25][CH2:26]C)(=[O:24])[CH3:23].Cl[CH2:29]Cl.CO.ClCCl>C(O)CCC>[CH3:8][O:7][C:5]1[CH:4]=[CH:3][C:12]([CH:11]2[C:10]([CH3:9])=[N:13][NH:21][N:20]2[CH3:17])=[CH:29][C:23]=1[C:22]([O:25][CH3:26])=[O:24] |f:2.3,4.5|. Reported procedure: According to the method of Heterocycles, 34, 771 (1992), combine methyl 2-methoxy-5-thioacetamidobenzoate (1.00 g, 4.2 mmol) and acetylhydrazine (0.35 g, 4.8 mmol) in n-butanol (8 mL). Heat to reflux. After 18 hours, cool and evaporate in vacuo to give a residue. Chromatograph the residue on silica gel eluting sequentially with 30% ethyl acetate/dichloromethane and then 5% methanol/dichloromethane to give a residue. Recrystallize the residue from ethyl acetate/hexame to give methyl 2-methoxy-5-(... Starting materials: CO (methanol), COC(=O)C=1C(=C(C=C(C1)OC)OC)C=1C(=CC(=CC1OC)OC)C(=O)OC (4,6,4′,6′-tetramethoxy-biphenyl-2,2′-dicarboxylic acid dimethyl ester), [H-].[H-].[H-].[H-].[Li+].[Al+3] (LiAlH4). The solvent is C1CCOC1 (THF), C1CCOC1 (THF). Conditions: time 8 hour. The product is OCC1=CC(=CC(=C1C1=C(C=C(C=C1OC)OC)CO)OC)OC ((6′-hydroxymethyl-4,6,2′,4′-tetramethoxy-biphenyl-2-yl)-methanol). Isolated yield 79.4%. As a reaction SMILES: CO.C[O:4][C:5]([C:7]1[C:8]([C:17]2[C:18]([C:27](OC)=[O:28])=[CH:19][C:20]([O:25][CH3:26])=[CH:21][C:22]=2[O:23][CH3:24])=[C:9]([O:15][CH3:16])[CH:10]=[C:11]([O:13][CH3:14])[CH:12]=1)=O.[H-].[H-].[H-].[H-].[Li+].[Al+3]>C1COCC1>[OH:4][CH2:5][C:7]1[C:8]([C:17]2[C:22]([O:23][CH3:24])=[CH:21][C:20]([O:25][CH3:26])=[CH:19][C:18]=2[CH2:27][OH:28])=[C:9]([O:15][CH3:16])[CH:10]=[C:11]([O:13][CH3:14])[CH:12]=1 |f:2.3.4.5.6.7|. Procedure: (6′-Hydroxymethyl-4,6,2′,4% tetramethoxy-biphenyl-2-yl)-methanol: 4,6,4′,6′-tetramethoxy-biphenyl-2,2′-dicarboxylic acid dimethyl ester (2.5 g) was dissolved in THF (96 mL), and 1M LiAlH4 in THF (9.6 mL) was added. After stirring at room temperature for overnight, the mixture was quenched with water and 2N HCl (24 mL) was added. The mixture was evaporated under vacuum and partitioned with DCM (300 mL) and water (200 mL). The organic layer was dried over Na2SO4 and crystallized with DCM to provid... Reactants: FC(C=1C=C(N)C=CC1)(F)F (m-trifluoromethylaniline), BrC1=CC=C(C=C1)CC(=O)O (4-bromophenylacetic acid), C(C)(C)N(CC)C(C)C (diisopropylethylamine), C(=O)(N1C=NC=C1)N1C=NC=C1 (1,1′-carbonyldiimidazole). Solvent: O1CCCC1 (tetrahydrofuran), ClCCl (dichloromethane). Reaction conditions: time 1 hour. The product is BrC1=CC=C(C=C1)CC(=O)NC1=CC(=CC=C1)C(F)(F)F (2-(4-Bromo-phenyl)-N-(3-trifluoromethyl-phenyl)-acetamide). Isolated yield 78.1%. RXN SMILES: [Br:1][C:2]1[CH:7]=[CH:6][C:5]([CH2:8][C:9]([OH:11])=O)=[CH:4][CH:3]=1.C(N(C(C)C)CC)(C)C.C(N1C=CN=C1)(N1C=CN=C1)=O.[F:33][C:34]([F:43])([F:42])[C:35]1[CH:36]=[C:37]([CH:39]=[CH:40][CH:41]=1)[NH2:38]>O1CCCC1.ClCCl>[Br:1][C:2]1[CH:3]=[CH:4][C:5]([CH2:8][C:9]([NH:38][C:37]2[CH:39]=[CH:40][CH:41]=[C:35]([C:34]([F:33])([F:42])[F:43])[CH:36]=2)=[O:11])=[CH:6][CH:7]=1. Procedure details: Dissolve 4-bromophenylacetic acid (10.00 g, 46.50 mmol), diisopropylethylamine (12.02 g, 16.20 mL, 93.00 mmol) and 1,1′-carbonyldiimidazole (8.29 g, 51.15 mmol) in tetrahydrofuran (200 mL) at room temperature. Stir the contents under nitrogen for one hour. Add m-trifluoromethylaniline (15.00 g, 93.00 mmol) and stir the reaction overnight at room temperature. Concentrate the reaction to near dryness, dissolve in dichloromethane (250 mL) and extract with 2 N NaOH (200 mL), water (100 mL) and 1 N H... Starting materials: crude material, C(C)(=O)OC(=C)C (isopropenyl acetate), OS(=O)(=O)O (H2SO4), FC(OC=1C=C(C(=O)Cl)C=CC1)(F)F (3-trifluoromethoxybenzoyl chloride), C(CC(=O)O[Si](C)(C)C)(=O)O[Si](C)(C)C (bis(trimethylsilyl) malonate), [Li+].[Br-] (LiBr). Run in CC#N (CH3CN), CCN(CC)CC (Et3N). Product: O=C(CC(=O)O)C1=CC(=CC=C1)OC(F)(F)F (3-oxo-3-(3-trifluoromethoxy-phenyl)-propionic acid), CC1(OC(=CC(O1)=O)C1=CC(=CC=C1)OC(F)(F)F)C (2,2-Dimethyl-6-(3-trifluoromethoxy-phenyl)-[1,3]dioxin-4-one), solid. RXN SMILES: [F:1][C:2]([F:14])([F:13])[O:3][C:4]1[CH:5]=[C:6]([CH:10]=[CH:11][CH:12]=1)[C:7](Cl)=[O:8].C(O[Si](C)(C)C)(=O)[CH2:16][C:17]([O:19][Si](C)(C)C)=[O:18].[Li+].[Br-].OS(O)(=O)=O.[C:37]([O:40][C:41]([CH3:43])=[CH2:42])(=[O:39])[CH3:38]>CC#N.CCN(CC)CC>[O:8]=[C:7]([C:6]1[CH:10]=[CH:11][CH:12]=[C:4]([O:3][C:2]([F:14])([F:13])[F:1])[CH:5]=1)[CH2:16][C:17]([OH:19])=[O:18].[CH3:42][C:41]1([CH3:43])[O:40][C:37](=[O:39])[CH:38]=[C:7]([C:6]2[CH:10]=[CH:11][CH:12]=[C:4]([O:3][C:2]([F:14])([F:13])[F:1])[CH:5]=2)[O:8]1 |f:2.3|. Procedure: The 3-oxo-3-(3-trifluoromethoxy-phenyl)-propionic acid was prepared from 3-trifluoromethoxybenzoyl chloride and bis(trimethylsilyl) malonate with Et3N and LiBr in CH3CN at 0° C. according to general procedure H (method c1). The crude material was transformed into the title compound by stirring in isopropenyl acetate and conc. H2SO4 according to general procedure J (method a). Obtained as an orange solid (2.27 g).